This data is from the Open Reaction Database (ORD), a public repository of structured organic reaction records. The task is: describe an organic reaction: reactants, conditions, products, and yield Reactants: C(C)OC1=CC=CC2=C1C(CO2)NC2=NC1=CC=C(C=C1C=C2)N (rac-N2-(4-Ethoxy-2,3-dihydro-benzofuran-3-yl)-quinoline-2,6-diamine), ClC(=O)OC1=CC=C(C=C1)[N+](=O)[O-] (4-nitrophenyl chloroformate), Cl.Cl.C(C)(C)N1CCC(CC1)N (1-isopropyl-piperidin-4-ylamine dihydrochloride). Yields the product C(C)OC1=CC=CC2=C1C(CO2)NC2=NC1=CC=C(C=C1C=C2)NC(=O)NC2CCN(CC2)C(C)C (rac-1-[2-(4-Ethoxy-2,3-dihydro-benzofuran-3-ylamino)-quinolin-6-yl]-3-(1-isopropyl-piperidin-4-yl)-urea), solid. Isolated yield 62.0%. RXN SMILES: [CH2:1]([O:3][C:4]1[C:9]2[CH:10]([NH:13][C:14]3[CH:23]=[CH:22][C:21]4[C:16](=[CH:17][CH:18]=[C:19]([NH2:24])[CH:20]=4)[N:15]=3)[CH2:11][O:12][C:8]=2[CH:7]=[CH:6][CH:5]=1)[CH3:2].Cl[C:26](OC1C=CC([N+]([O-])=O)=CC=1)=[O:27].Cl.Cl.[CH:40]([N:43]1[CH2:48][CH2:47][CH:46]([NH2:49])[CH2:45][CH2:44]1)([CH3:42])[CH3:41]>>[CH2:1]([O:3][C:4]1[C:9]2[CH:10]([NH:13][C:14]3[CH:23]=[CH:22][C:21]4[C:16](=[CH:17][CH:18]=[C:19]([NH:24][C:26]([NH:49][CH:46]5[CH2:47][CH2:48][N:43]([CH:40]([CH3:42])[CH3:41])[CH2:44][CH2:45]5)=[O:27])[CH:20]=4)[N:15]=3)[CH2:11][O:12][C:8]=2[CH:7]=[CH:6][CH:5]=1)[CH3:2] |f:2.3.4|. Reported procedure: The title compound was prepared from rac-N2-(4-ethoxy-2,3-dihydro-benzofuran-3-yl)-quinoline-2,6-diamine (Example 175) (200 mg, 0.62 mmol), 4-nitrophenyl chloroformate (125 mg, 0.62 mmol) and 1-isopropyl-piperidin-4-ylamine dihydrochloride (CAS no: 534596-29-7) (134 mg, 0.62 mmol) in accordance with the general method 4 described in example 170 step C and was obtained as an off-white solid (190 mg, 62%); MS: m/e=490.1 (M+H+). The reactants are COc1ccc(P2(=S)SP(=S)(c3ccc(OC)cc3)S2)cc1, O, c1ccncc1, O=C1Nc2cccnc2Nc2ccccc21. Product: S=C1Nc2cccnc2Nc2ccccc21. As a reaction SMILES: [CH3:17][O:18][c:19]1[cH:20][cH:21][c:22]([P:23]2(=[S:26])[S:24][P:25]([c:27]3[cH:28][cH:29][c:30]([O:31][CH3:32])[cH:33][cH:34]3)(=[S:35])[S:36]2)[cH:37][cH:38]1.[OH2:39].[cH:40]1[cH:41][cH:42][n:43][cH:44][cH:45]1.[n:1]1[cH:2][cH:3][cH:4][c:5]2[c:6]1[NH:7][c:8]1[c:9]([cH:13][cH:14][cH:15][cH:16]1)[C:10](=[O:12])[NH:11]2>>[n:1]1[cH:2][cH:3][cH:4][c:5]2[c:6]1[NH:7][c:8]1[c:9]([cH:13][cH:14][cH:15][cH:16]1)[C:10](=[S:26])[NH:11]2. Procedure details: A mixture of 2-(3-{3-[4-bromo-5-(tert-butyldimethylsilanyloxy)-2-ethylphenoxy]propoxy}-2-propylphenoxy)benzoic acid methyl ester (1.05 g, 1.60 mmol), furan-2-boronic acid (0.358 g, 3.20 mmol), tetrakis(triphenylphosphine)palladium(0) (0.185 g, 0.160 mmol), and 2 M aqueous sodium carbonate solution (8 mL) in tetrahydrofuran (20 mL) was heated at reflux for 18 h. The mixture was cooled to room temperature, diluted with water, and extracted with ethyl acetate. The organic layer was separated, washe... Reagents/catalysts: C=1C=CC(=CC1)[P](C=2C=CC=CC2)(C=3C=CC=CC3)[Pd]([P](C=4C=CC=CC4)(C=5C=CC=CC5)C=6C=CC=CC6)([P](C=7C=CC=CC7)(C=8C=CC=CC8)C=9C=CC=CC9)[P](C=1C=CC=CC1)(C=1C=CC=CC1)C=1C=CC=CC1 (tetrakis(triphenylphosphine)palladium(0)). The product is [Na+].C(C)C1=C(OCCCOC=2C(=C(OC3=C(C(=O)[O-])C=CC=C3)C=CC2)CCC)C=C(C(=C1)C=1OC=CC1)O (2-{3-[3-(2-Ethyl-4-furan-2-yl-5-hydroxyphenoxy)propoxy]-2-propylphenoxy}-benzoic acid sodium salt). Isolated yield 94.0%. RXN SMILES: C[O:2][C:3](=[O:42])[C:4]1[CH:9]=[CH:8][CH:7]=[CH:6][C:5]=1[O:10][C:11]1[CH:16]=[CH:15][CH:14]=[C:13]([O:17][CH2:18][CH2:19][CH2:20][O:21][C:22]2[CH:27]=[C:26]([O:28][Si](C(C)(C)C)(C)C)[C:25](Br)=[CH:24][C:23]=2[CH2:37][CH3:38])[C:12]=1[CH2:39][CH2:40][CH3:41].[O:43]1[CH:47]=[CH:46][CH:45]=[C:44]1B(O)O.C(=O)([O-])[O-].[Na+:55].[Na+]>O1CCCC1.O.C1C=CC([P]([Pd]([P](C2C=CC=CC=2)(C2C=CC=CC=2)C2C=CC=CC=2)([P](C2C=CC=CC=2)(C2C=CC=CC=2)C2C=CC=CC=2)[P](C2C=CC=CC=2)(C2C=CC=CC=2)C2C=CC=CC=2)(C2C=CC=CC=2)C2C=CC=CC=2)=CC=1>[Na+:55].[CH2:37]([C:23]1[CH:24]=[C:25]([C:44]2[O:43][CH:47]=[CH:46][CH:45]=2)[C:26]([OH:28])=[CH:27][C:22]=1[O:21][CH2:20][CH2:19][CH2:18][O:17][C:13]1[C:12]([CH2:39][CH2:40][CH3:41])=[C:11]([CH:16]=[CH:15][CH:14]=1)[O:10][C:5]1[CH:6]=[CH:7][CH:8]=[CH:9][C:4]=1[C:3]([O-:42])=[O:2])[CH3:38] |f:2.3.4,8.9,^1:66,68,87,106|. The reactants are COC(C1=C(C=CC=C1)OC1=C(C(=CC=C1)OCCCOC1=C(C=C(C(=C1)O[Si](C)(C)C(C)(C)C)Br)CC)CCC)=O (2-(3-{3-[4-bromo-5-(tert-butyldimethylsilanyloxy)-2-ethylphenoxy]propoxy}-2-propylphenoxy)benzoic acid methyl ester), O1C(=CC=C1)B(O)O (furan-2-boronic acid), C([O-])([O-])=O.[Na+].[Na+] (sodium carbonate). Solvent: O1CCCC1 (tetrahydrofuran), O (water). Starting materials: COC(=O)CCc1cnc(C2CCCN2C(=O)Cc2ccc(NC(=O)Nc3ccccc3C)cc2)s1, CO, [Li+], C1CCOC1, [OH-]. The product is Cc1ccccc1NC(=O)Nc1ccc(CC(=O)N2CCCC2c2ncc(CCC(=O)O)s2)cc1. As a reaction SMILES: [CH3:1][O:2][C:3]([CH2:4][CH2:5][c:6]1[cH:7][n:8][c:9]([CH:11]2[N:12]([C:16]([CH2:17][c:18]3[cH:19][cH:20][c:21]([NH:24][C:25](=[O:26])[NH:27][c:28]4[c:29]([CH3:34])[cH:30][cH:31][cH:32][cH:33]4)[cH:22][cH:23]3)=[O:35])[CH2:13][CH2:14][CH2:15]2)[s:10]1)=[O:36].[CH3:37][OH:38].[Li+:44].[O:39]1[CH2:40][CH2:41][CH2:42][CH2:43]1.[OH-:45]>>[O:2]=[C:3]([CH2:4][CH2:5][c:6]1[cH:7][n:8][c:9]([CH:11]2[N:12]([C:16]([CH2:17][c:18]3[cH:19][cH:20][c:21]([NH:24][C:25](=[O:26])[NH:27][c:28]4[c:29]([CH3:34])[cH:30][cH:31][cH:32][cH:33]4)[cH:22][cH:23]3)=[O:35])[CH2:13][CH2:14][CH2:15]2)[s:10]1)[OH:36].